Dataset: the Open Reaction Database (ORD), a public repository of structured organic reaction records. Task: describe an organic reaction: reactants, conditions, products, and yield The reactants are C(CN)N (ethylenediamine), [OH-].[Na+] (sodium hydroxide), C(C)(=O)NC=1C=C2C(=NC1)N(C=C2C=2C=C(C=NC2)N[C@@H](C(C)C)C(=O)NCC(F)(F)F)COCC[Si](C)(C)C (N2-[5-(5-[(acetylamino)]-1-{[2-(trimethylsilyl)ethoxy]methyl}-1H-pyrrolo[2,3-b]pyridin-3-yl)pyridin-3-yl]-N-(2,2,2-trifluoroethyl)valinamide), C(=O)(C(F)(F)F)O (TFA), resultant mixture. Solvent: CS(=O)C (dimethylsulfoxide), C(Cl)Cl (DCM). Conditions: time 18 hour. The product is C(C)(=O)NC=1C=C2C(=NC1)NC=C2C=2C=C(C=NC2)N[C@@H](C(C)C)C(=O)NCC(F)(F)F (N2-{5-[5-(acetylamino)-1H-pyrrolo[2,3-b]pyridin-3-yl]pyridin-3-yl}-N-(2,2,2-trifluoroethyl)valinamide). Reaction SMILES: [C:1]([NH:4][C:5]1[CH:6]=[C:7]2[C:13]([C:14]3[CH:15]=[C:16]([NH:20][C@H:21]([C:25]([NH:27][CH2:28][C:29]([F:32])([F:31])[F:30])=[O:26])[CH:22]([CH3:24])[CH3:23])[CH:17]=[N:18][CH:19]=3)=[CH:12][N:11](COCC[Si](C)(C)C)[C:8]2=[N:9][CH:10]=1)(=[O:3])[CH3:2].C(O)(C(F)(F)F)=O.C(N)CN.[OH-].[Na+]>C(Cl)Cl.CS(C)=O>[C:1]([NH:4][C:5]1[CH:6]=[C:7]2[C:13]([C:14]3[CH:15]=[C:16]([NH:20][C@H:21]([C:25]([NH:27][CH2:28][C:29]([F:31])([F:32])[F:30])=[O:26])[CH:22]([CH3:24])[CH3:23])[CH:17]=[N:18][CH:19]=3)=[CH:12][NH:11][C:8]2=[N:9][CH:10]=1)(=[O:3])[CH3:2] |f:3.4|. Procedure: To a solution of the above residue from Step 1 in DCM (2 mL) was added TFA (2.0 mL, 26 mmol) and the resultant mixture was stirred for 2 h. The mixture was concentrated in vacuo, resuspended in MeOH (1 mL) and to this was added ethylenediamine (13 μl, 0.187 mmol) and sodium hydroxide (10 M aq) (0.065 mL, 0.653 mmol). After 18 h, the reaction was transferred to vial with an additional 1 mL of dimethylsulfoxide and this solution was purified by mass triggered reverse phase HLPC. The fractions cont...